This data is from the Open Reaction Database (ORD), a public repository of structured organic reaction records. The task is: describe an organic reaction: reactants, conditions, products, and yield The reactants are ClC1=C(C=CC(=C1)Cl)C1=CC=C(C=C1)C(CCC(=O)O)O (4-(2',4'-dichloro-4-biphenylyl)-4-hydroxy-butyric acid), C1(CCCCC1)N (cyclohexylamine). Solvent: O (water). Product: ClC1=C(C=CC(=C1)Cl)C1=CC=C(C=C1)CCCC(=O)O (4-(2',4'-Dichloro-4-biphenylyl)-butyric acid). RXN SMILES: [Cl:1][C:2]1[CH:7]=[C:6]([Cl:8])[CH:5]=[CH:4][C:3]=1[C:9]1[CH:14]=[CH:13][C:12]([CH:15](O)[CH2:16][CH2:17][C:18]([OH:20])=[O:19])=[CH:11][CH:10]=1.C1(N)CCCCC1>O>[Cl:1][C:2]1[CH:7]=[C:6]([Cl:8])[CH:5]=[CH:4][C:3]=1[C:9]1[CH:14]=[CH:13][C:12]([CH2:15][CH2:16][CH2:17][C:18]([OH:20])=[O:19])=[CH:11][CH:10]=1. Procedure details: Prepared analogous to Example 9 from 4-(2',4'-dichloro-4-biphenylyl)-4-hydroxy-butyric acid. Melting point of the cyclohexylamine salt: 154°-155° C. (from water). The reactants are FC1=C(C=CC(=C1)F)[C@]1(OC1)[C@H](C)O ((1S)-1-[(2R)-2-(2,4-difluorophenyl)-2-oxiranyl]ethanol), C1(=CC=CC=C1)P(C1=CC=CC=C1)C1=CC=CC=C1 (triphenylphosphine), N1N=NN=C1 (tetrazole), N(=NC(=O)OCC)C(=O)OCC (diethyl azodicarboxylate). Run in O (water), C(C)(=O)OCC (ethyl acetate), O1CCCC1 (tetrahydrofuran). Run at time 16 hour. Product: FC1=C(C=CC(=C1)F)[C@]1(OC1)[C@@H](C)N1N=CN=N1 ((2S)-2-(2,4-difluorophenyl)-2-[(1R)-1-(2H-tetrazol-2-yl) ethyl]oxirane). The yield is 69.8%. Reaction SMILES: [F:1][C:2]1[CH:7]=[C:6]([F:8])[CH:5]=[CH:4][C:3]=1[C@:9]1([C@@H:12](O)[CH3:13])[CH2:11][O:10]1.C1(P(C2C=CC=CC=2)C2C=CC=CC=2)C=CC=CC=1.[NH:34]1[CH:38]=[N:37][N:36]=[N:35]1.N(C(OCC)=O)=NC(OCC)=O>O1CCCC1.O.C(OCC)(=O)C>[F:1][C:2]1[CH:7]=[C:6]([F:8])[CH:5]=[CH:4][C:3]=1[C@:9]1([C@H:12]([N:35]2[N:36]=[N:37][CH:38]=[N:34]2)[CH3:13])[CH2:11][O:10]1. Procedure details: To a solution of (1S)-1-[(2R)-2-(2,4-difluorophenyl)-2-oxiranyl]ethanol (200 mg) in tetrahydrofuran (5 ml) were added triphenylphosphine (787 mg), tetrazole (210 mg) and diethyl azodicarboxylate (0.47 ml) at 0° C. under argon atmosphere. The mixture was stirred for 16 hours at room temperature. To the reaction mixture were added ethyl acetate (30 ml) and water (15 ml). The separated aqueous layer was extracted with ethyl acetate (20 ml). The combined organic layers were washed with water and sat... Yield: 61.6%. Yields the product NC1=CC=C(C=C1)S(=O)(=O)C=1C=C(C=CC1)NC ([3-(4-amino-benzenesulphonyl) -phenyl]-methylamine). The reactants are NC1=CC=C(C=C1)S(=O)(=O)C=1C=C(C=CC1)N(C(C)=O)C (N-[3-(4-amino-benzenesulphonyl)-phenyl]-N-methyl-acetamide). Run in O1CCOCC1 (dioxane), [OH-].[Na+] (NaOH). Reported procedure: 1.19 g (0.0039 mol) of N-[3-(4-amino-benzenesulphonyl)-phenyl]-N-methyl-acetamide were dissolved in a mixture of 70 ml of dioxane and 70 ml of IN NaOH and heated at reflux for 5 hrs. Subsequently, the organic solvent was distilled off and the residue was made neutral with 1N HCl and extracted with ethyl acetate. The organic phase was washed with water and sat. sodium chloride solution, dried over MgSO4, filtered and concentrated. The residue was chromatographed on silica gel with ethyl acetate/h... Reaction SMILES: [NH2:1][C:2]1[CH:7]=[CH:6][C:5]([S:8]([C:11]2[CH:12]=[C:13]([N:17](C)[C:18](=O)C)[CH:14]=[CH:15][CH:16]=2)(=[O:10])=[O:9])=[CH:4][CH:3]=1>O1CCOCC1.[OH-].[Na+]>[NH2:1][C:2]1[CH:7]=[CH:6][C:5]([S:8]([C:11]2[CH:12]=[C:13]([NH:17][CH3:18])[CH:14]=[CH:15][CH:16]=2)(=[O:9])=[O:10])=[CH:4][CH:3]=1 |f:2.3|. Reactants: BrBr (Bromine), ice, C(CCC)C12C(C=3C=CC(=CC3C1)O)=CC(C2)=O (8a-butyl-6-hydroxy-8,8a-dihydrocyclopenta[a]inden-2(1H)-one), C(=O)(O)[O-].[Na+] (NaHCO3). Solvent: C(Cl)(Cl)(Cl)Cl (CCl4), C(Cl)Cl (CH2Cl2). Run at temperature 2.5 celsius, time 45 minute. Product: BrC=1C(CC2(C1C=1C=CC(=CC1C2)O)CCCC)=O (3-bromo-8a-butyl-6-hydroxy-8,8a-dihydrocyclopenta[a]inden-2(1H)-one). RXN SMILES: [Br:1]Br.[CH2:3]([C:7]12[CH2:19][C:18](=[O:20])[CH:17]=[C:8]1[C:9]1[CH:10]=[CH:11][C:12]([OH:16])=[CH:13][C:14]=1[CH2:15]2)[CH2:4][CH2:5][CH3:6].C([O-])(O)=O.[Na+]>C(Cl)(Cl)(Cl)Cl.C(Cl)Cl>[Br:1][C:17]1[C:18](=[O:20])[CH2:19][C:7]2([CH2:3][CH2:4][CH2:5][CH3:6])[CH2:15][C:14]3[CH:13]=[C:12]([OH:16])[CH:11]=[CH:10][C:9]=3[C:8]=12 |f:2.3|. Procedure: Bromine (0.005 mL, 0.095 mmol) was added to an ice-cold mixture of 8a-butyl-6-hydroxy-8,8a-dihydrocyclopenta[a]inden-2(1H)-one (23 mg, 0.095 mmol) and NaHCO3 (40 mg, 0.48 mmol) in CCl4 (0.3 mL). The resulting mixture was stirred at 0-5° C. for 45 minutes, then diluted with CH2Cl2 (30 mL) and washed with water (30 mL). The aqueous phase was back-extracted with CH2Cl2 (2×10 mL). The combined organics were washed with saturated aqueous Na2S2O3, dried over MgSO4, filtered, and evaporated under vacuu... The reactants are ClC1=NC(=NC(=C1)C1=CC=CC=C1)NC1CCC(CC1)O (4-(4-chloro-6-phenyl-pyrimidin-2-ylamino)-cyclohexanol), ClC=1C=C(N)C=CC1OC (3-chloro-4-methoxyaniline). The solvent is C(CCC)O (1-butanol). Product: ClC=1C=C(C=CC1OC)NC1=NC(=NC(=C1)C1=CC=CC=C1)NC1CCC(CC1)O (4-[4-(3-Chloro-4-methoxy-phenylamino)-6-phenyl-pyrimidin-2-ylamino]-cyclohexanol). The yield is 53.0%. Reaction SMILES: Cl[C:2]1[CH:7]=[C:6]([C:8]2[CH:13]=[CH:12][CH:11]=[CH:10][CH:9]=2)[N:5]=[C:4]([NH:14][CH:15]2[CH2:20][CH2:19][CH:18]([OH:21])[CH2:17][CH2:16]2)[N:3]=1.[Cl:22][C:23]1[CH:24]=[C:25]([CH:27]=[CH:28][C:29]=1[O:30][CH3:31])[NH2:26]>C(O)CCC>[Cl:22][C:23]1[CH:24]=[C:25]([NH:26][C:2]2[CH:7]=[C:6]([C:8]3[CH:13]=[CH:12][CH:11]=[CH:10][CH:9]=3)[N:5]=[C:4]([NH:14][CH:15]3[CH2:20][CH2:19][CH:18]([OH:21])[CH2:17][CH2:16]3)[N:3]=2)[CH:27]=[CH:28][C:29]=1[O:30][CH3:31]. Reported procedure: 4-[4-(3-Chloro-4-methoxy-phenylamino)-6-phenyl-pyrimidin-2-ylamino]-cyclohexanol was prepared by reacting compound 4-(4-chloro-6-phenyl-pyrimidin-2-ylamino)-cyclohexanol (0.15 g, 0.49 mmol) with 3-chloro-4-methoxyaniline (85 mg, 0.54 mmol) in 1-butanol according to the procedure described above. Yield: 53%. Starting materials: O=P(Cl)(Cl)Cl (POCl3), C(=O)(O)[O-].[Na+] (NaHCO3), ClC=1C(=NC=CC1)N1CC=2N=CNC(C2CC1)=O (7-(3-Chloro-pyridin-2-yl)-5,6,7,8-tetrahydro-3H-pyrido[3,4-d]pyrimidin-4-one), CN(C1=CC=CC=C1)C (N,N-dimethylaniline). Run in O (water), C(C)(=O)OCC (ethyl acetate), ClCCCl (1,2-dichloroethane), C(C)(=O)OCC (ethyl acetate). Conditions: temperature 0 celsius. Yields the product ClC=1C2=C(N=CN1)CN(CC2)C2=NC=CC=C2Cl (4-Chloro-7-(3-chloro-pyridin-2-yl)-5,6,7,8-tetrahydro-pyrido[3,4-d]pyrimidine). The yield is 73.0%. Reaction SMILES: [Cl:1][C:2]1[C:3]([N:8]2[CH2:17][CH2:16][C:15]3[C:14](=O)[NH:13][CH:12]=[N:11][C:10]=3[CH2:9]2)=[N:4][CH:5]=[CH:6][CH:7]=1.O=P(Cl)(Cl)[Cl:21].CN(C)C1C=CC=CC=1.C([O-])(O)=O.[Na+]>ClCCCl.C(OCC)(=O)C.O>[Cl:21][C:14]1[C:15]2[CH2:16][CH2:17][N:8]([C:3]3[C:2]([Cl:1])=[CH:7][CH:6]=[CH:5][N:4]=3)[CH2:9][C:10]=2[N:11]=[CH:12][N:13]=1 |f:3.4|. Reported procedure: 7-(3-Chloro-pyridin-2-yl)-5,6,7,8-tetrahydro-3H-pyrido[3,4-d]pyrimidin-4-one (1 g crude, 3.8 mmol) was dissolved in anhydrous 1,2-dichloroethane (60 ml) and stirred under N2(g) atmosphere. The mixture was cooled to 0° C. and POCl3 (2.8 ml, 31 mmole) was added dropwise, followed by N,N-dimethylaniline (0.49 ml, 3.8 mole). The mixture was warmed to room temperature and brought to reflux for 2 hrs. After stirring at room temperature overnight, J=the solvents were removed under vacuum and evaporated...